This data is from the Open Reaction Database (ORD), a public repository of structured organic reaction records. The task is: describe an organic reaction: reactants, conditions, products, and yield The reactants are CC1=C(C(=NO1)C1=CC=CC=C1)C=1N=C2N(C=CC(=C2)N)C1 (2-(5-methyl-3-phenyl-isoxazol-4-yl)-imidazo[1,2-a]pyridin-7-ylamine), C1(CCCC1)C(=O)O (cyclopentanecarboxylic acid). The product is CC1=C(C(=NO1)C1=CC=CC=C1)C=1N=C2N(C=CC(=C2)NC(=O)C2CCCC2)C1 (Cyclopentanecarboxylic acid [2-(5-methyl-3-phenyl-isoxazol-4-yl)-imidazo[1,2-a]pyridin-7-yl]-amide). The yield is 10.0%. RXN SMILES: [CH3:1][C:2]1[O:6][N:5]=[C:4]([C:7]2[CH:12]=[CH:11][CH:10]=[CH:9][CH:8]=2)[C:3]=1[C:13]1[N:14]=[C:15]2[CH:20]=[C:19]([NH2:21])[CH:18]=[CH:17][N:16]2[CH:22]=1.[CH:23]1([C:28](O)=[O:29])[CH2:27][CH2:26][CH2:25][CH2:24]1>>[CH3:1][C:2]1[O:6][N:5]=[C:4]([C:7]2[CH:8]=[CH:9][CH:10]=[CH:11][CH:12]=2)[C:3]=1[C:13]1[N:14]=[C:15]2[CH:20]=[C:19]([NH:21][C:28]([CH:23]3[CH2:27][CH2:26][CH2:25][CH2:24]3)=[O:29])[CH:18]=[CH:17][N:16]2[CH:22]=1. Reported procedure: As described for Example 47, 2-(5-methyl-3-phenyl-isoxazol-4-yl)-imidazo[1,2-a]pyridin-7-ylamine (92 mg, 0.32 mmol) was converted, using cyclopentanecarboxylic acid instead of 3-pyridylacetic acid, to the title compound (11.1 mg, 10%) which was obtained as an off-white solid. MS: m/e=387.1 [M+H]+. Reactants: BrC1=CC(=C(C#N)C=C1)F (4-bromo-2-fluorobenzonitrile), CS(=O)(=O)CCO (2-(methylsulfonyl)ethanol), [H-].[Na+] (NaH). Solvent: CN(C)C=O (DMF). Yields the product BrC1=CC(=C(C#N)C=C1)O (4-bromo-2-hydroxybenzonitrile). RXN SMILES: [Br:1][C:2]1[CH:9]=[CH:8][C:5]([C:6]#[N:7])=[C:4](F)[CH:3]=1.CS(CCO)(=O)=[O:13].[H-].[Na+]>CN(C=O)C>[Br:1][C:2]1[CH:9]=[CH:8][C:5]([C:6]#[N:7])=[C:4]([OH:13])[CH:3]=1 |f:2.3|. Procedure details: To a stirred solution of 4-bromo-2-fluorobenzonitrile (4.0 g, 20 mmol) in DMF (20 mL) was added 2-(methylsulfonyl)ethanol (3.7 g, 30 mmol) and then NaH (2.4 g, 60% in mineral, 60 mmol) in portions at 0° C. The mixture was then warmed to rt. and quenched with 1N HCl, and extracted by EtOAc. The organic layers were washed with brine and dried over sodium sulfate, concentrated to give 4-bromo-2-hydroxybenzonitrile. 1H-NMR (400 MHz, DMSO) δ 7.55-7.57 (d, J=8.61 Hz, 1H), 7.16 (s, 1H), 7.11-7.13 (m, 1...